From a dataset of the Open Reaction Database (ORD), a public repository of structured organic reaction records. describe an organic reaction: reactants, conditions, products, and yield The reactants are O (water), OC=1C=C(C(=O)OC)C=CC1 (Methyl 3-hydroxybenzoate), BrC(C)C (2-bromopropane), C([O-])([O-])=O.[K+].[K+] (potassium carbonate). The solvent is CN(C)C=O (DMF). Conditions: temperature 100 celsius, time 24 hour. Product: C(C)(C)OC=1C=C(C(=O)OC)C=CC1 (methyl 3-isopropoxybenzoate). The yield is 49.0%. Reaction SMILES: [OH:1][C:2]1[CH:3]=[C:4]([CH:9]=[CH:10][CH:11]=1)[C:5]([O:7][CH3:8])=[O:6].Br[CH:13]([CH3:15])[CH3:14].C(=O)([O-])[O-].[K+].[K+].O>CN(C=O)C>[CH:13]([O:1][C:2]1[CH:3]=[C:4]([CH:9]=[CH:10][CH:11]=1)[C:5]([O:7][CH3:8])=[O:6])([CH3:15])[CH3:14] |f:2.3.4|. Reported procedure: Methyl 3-hydroxybenzoate (1 eq.) and 2-bromopropane (2 eq.) were dissolved in DMF. Subsequent to addition of potassium carbonate (2 eq.), the resulting mixture was stirred at 100° C. for 24 hours. The mixture was charged into water. Subsequent to extraction with ethyl acetate, the organic layer was washed with 1 N aqueous solution of sodium hydroxide and a saturated aqueous solution of sodium chloride, dried over anhydrous sodium sulfate, and then concentrated under reduced pressure, whereby the... Reactants: CCC(=O)Cl, CCOC(C)=O, COc1cc(OC(F)(F)F)ccc1-c1nc(OC)c(N)cc1C, CCN(C(C)C)C(C)C, ClCCl. The product is CCC(=O)Nc1cc(C)c(-c2ccc(OC(F)(F)F)cc2OC)nc1OC. RXN SMILES: [C:1]([CH2:2][CH3:3])(=[O:4])[Cl:5].[CH3:41][CH2:42][O:43][C:44]([CH3:45])=[O:46].[CH3:6][O:7][c:8]1[n:9][c:10](-[c:16]2[c:17]([O:27][CH3:28])[cH:18][c:19]([O:22][C:23]([F:24])([F:25])[F:26])[cH:20][cH:21]2)[c:11]([CH3:15])[cH:12][c:13]1[NH2:14].[CH:29]([N:30]([CH:31]([CH3:32])[CH3:33])[CH2:34][CH3:35])([CH3:36])[CH3:37].[Cl:38][CH2:39][Cl:40]>>[C:1]([CH2:2][CH3:3])(=[O:4])[NH:14][c:13]1[c:8]([O:7][CH3:6])[n:9][c:10](-[c:16]2[c:17]([O:27][CH3:28])[cH:18][c:19]([O:22][C:23]([F:24])([F:25])[F:26])[cH:20][cH:21]2)[c:11]([CH3:15])[cH:12]1. Reactants: C(C)(=O)C=1C(=NN(C1N)C1=C(C=C(C=C1Cl)OC(F)(F)F)Cl)C#N (4-acetyl-5-amino-3-cyano-1-(2,6-dichloro-4-trifluoromethoxyphenyl)pyrazole), C(C)(C)(C)ON=O (t-butylnitrite). Run in O1CCCC1 (tetrahydrofuran). Product: C(C)(=O)C=1C(=NN(C1)C1=C(C=C(C=C1Cl)OC(F)(F)F)Cl)C#N (4-Acetyl-3-cyano-1-(2,6-dichloro-4-trifluoromethoxyphenyl)pyrazole). RXN SMILES: [C:1]([C:4]1[C:5]([C:23]#[N:24])=[N:6][N:7]([C:10]2[C:15]([Cl:16])=[CH:14][C:13]([O:17][C:18]([F:21])([F:20])[F:19])=[CH:12][C:11]=2[Cl:22])[C:8]=1N)(=[O:3])[CH3:2].C(ON=O)(C)(C)C>O1CCCC1>[C:1]([C:4]1[C:5]([C:23]#[N:24])=[N:6][N:7]([C:10]2[C:15]([Cl:16])=[CH:14][C:13]([O:17][C:18]([F:19])([F:21])[F:20])=[CH:12][C:11]=2[Cl:22])[CH:8]=1)(=[O:3])[CH3:2]. Reported procedure: To a stirred solution of 4-acetyl-5-amino-3-cyano-1-(2,6-dichloro-4-trifluoromethoxyphenyl)pyrazole (0.302 g) in tetrahydrofuran (10 ml) at 2° C. was added t-butylnitrite (0.66 ml). The mixture was heated under reflux for 1.5 hours and then evaporated. The residue was purified by column chromatography on silica gel eluted with dichloromethane. Combination and evaporation of suitable fractions provided the title compound as a white solid, m.p. 105.7-106.6° C. Reactants: Cl.COC1=C(C=C(C=C1C)N)C (4-methoxy-3,5-dimethylbenzenamine hydrochloride), ClCCN(S(=O)(=O)C1=CC=C(C=C1)C)CCCl (N,N-bis(2-chloroethyl)-4-methylbenzenesulfonamide), C([O-])([O-])=O.[Na+].[Na+] (sodium carbonate), [I-].[K+] (potassium iodide), C1(CCCCC1)O (cyclohexanol). Solvent: O (water). Reaction conditions: time 8 hour. Yields the product COC1=C(C=C(C=C1C)N1CCN(CC1)S(=O)(=O)C1=CC=C(C=C1)C)C (4-(4-methoxy-3,5-dimethylphenyl)-1-[(4-methylphenyl)sulfonyl]piperazine). Yield: 50.1%. As a reaction SMILES: Cl.[CH3:2][O:3][C:4]1[C:9]([CH3:10])=[CH:8][C:7]([NH2:11])=[CH:6][C:5]=1[CH3:12].Cl[CH2:14][CH2:15][N:16]([CH2:27][CH2:28]Cl)[S:17]([C:20]1[CH:25]=[CH:24][C:23]([CH3:26])=[CH:22][CH:21]=1)(=[O:19])=[O:18].C(=O)([O-])[O-].[Na+].[Na+].[I-].[K+].C1(O)CCCCC1>O>[CH3:2][O:3][C:4]1[C:5]([CH3:12])=[CH:6][C:7]([N:11]2[CH2:28][CH2:27][N:16]([S:17]([C:20]3[CH:21]=[CH:22][C:23]([CH3:26])=[CH:24][CH:25]=3)(=[O:19])=[O:18])[CH2:15][CH2:14]2)=[CH:8][C:9]=1[CH3:10] |f:0.1,3.4.5,6.7|. Reported procedure: A mixture of 10 g of 4-methoxy-3,5-dimethylbenzenamine hydrochloride, 19.9 g of N,N-bis(2-chloroethyl)-4-methylbenzenesulfonamide, 16.8 g of sodium carbonate, 0.5 g of potassium iodide and 100 ml of cyclohexanol was stirred overnight at 150°-160° C. After cooling, the reaction mixture was poured into water. The product was extracted with dichloromethane. The extract was washed with water, dried, filtered and evaporated. The residue was purified by column-chromatography over silica gel using tric... Starting materials: C(C1=CC=CC=C1)NC(C(=O)OCC)CCC1OCCCO1 (ethyl 2-benzylamino-4-(1,3-dioxan-2-yl)butyrate), O.[OH-].[Li+] (lithium hydroxide monohydrate). The solvent is O1C(CCC1)CO.O (tetrahydrofuran-methanol water). Conditions: time 3 day. Product: C(C1=CC=CC=C1)NC(C(=O)O)CCC1OCCCO1 (2-Benzylamino-4-(1,3-dioxan-2-yl)butyric acid). The yield is 84.5%. As a reaction SMILES: [CH2:1]([NH:8][CH:9]([CH2:15][CH2:16][CH:17]1[O:22][CH2:21][CH2:20][CH2:19][O:18]1)[C:10]([O:12]CC)=[O:11])[C:2]1[CH:7]=[CH:6][CH:5]=[CH:4][CH:3]=1.O.[OH-].[Li+]>O1CCCC1CO.O>[CH2:1]([NH:8][CH:9]([CH2:15][CH2:16][CH:17]1[O:18][CH2:19][CH2:20][CH2:21][O:22]1)[C:10]([OH:12])=[O:11])[C:2]1[CH:3]=[CH:4][CH:5]=[CH:6][CH:7]=1 |f:1.2.3,4.5|. Reported procedure: A mixture of ethyl 2-benzylamino-4-(1,3-dioxan-2-yl)butyrate (77.5 g, 0.252 mol) and lithium hydroxide monohydrate (15.87 g, 0.378 mol) in tetrahydrofuran-methanol-water (1:3:1; 1 L) was stirred at room temperature for 3 days. The reaction mixture was concentrated in vacuo and the aqueous residue was diluted with water (200 mL), washed with diethyl ether (200 mL) and freeze dried. The residue was purified by flash chromatography (silica gel, 20-30% MeOH/CH2Cl2) to give 59.5 g (85%) of the title ... Starting materials: Cl.FC(CCOC1=CC=C(C=N1)C(C)N)(F)F (1-(6-(3,3,3-trifluoropropoxy)pyridin-3-yl)ethanamine hydrochloride), NC1=NC=CC(=N1)C(=O)O (2-aminopyrimidine-4-carboxylic acid). Yields the product NC1=NC=CC(=N1)C(=O)NC(C)C=1C=NC(=CC1)OCCC(F)(F)F (2-amino-N-(1-(6-(3,3,3-trifluoropropoxy)pyridin-3-yl)ethyl)pyrimidine-4-carboxamide). Isolated yield 64.0%. Reaction SMILES: Cl.[F:2][C:3]([F:17])([F:16])[CH2:4][CH2:5][O:6][C:7]1[N:12]=[CH:11][C:10]([CH:13]([NH2:15])[CH3:14])=[CH:9][CH:8]=1.[NH2:18][C:19]1[N:24]=[C:23]([C:25](O)=[O:26])[CH:22]=[CH:21][N:20]=1>>[NH2:18][C:19]1[N:24]=[C:23]([C:25]([NH:15][CH:13]([C:10]2[CH:11]=[N:12][C:7]([O:6][CH2:5][CH2:4][C:3]([F:2])([F:16])[F:17])=[CH:8][CH:9]=2)[CH3:14])=[O:26])[CH:22]=[CH:21][N:20]=1 |f:0.1|. Reported procedure: The title compound is prepared in 64% yield (100 mg, a white solid) from 1-(6-(3,3,3-trifluoropropoxy)pyridin-3-yl)ethanamine hydrochloride (120 mg, 0.4 mmol, Amine-21, single enantiomer) and 2-aminopyrimidine-4-carboxylic acid (62 mg, 0.4 mmol) by the similar manner in Step-1 of Example 8. Starting materials: C(C)(=O)OCC=1CS[C@H]2N(C1C(=O)O)C(C2NC(C(=NOC)C=2N=C(SC2)NC(C2=CC=CC=C2)(C2=CC=CC=C2)C2=CC=CC=C2)=O)=O (3-acetoxymethyl-7-[2-(2-tritylamino-4-thiazolyl)-2-methoxyiminoacetamido]-ceph-3-eme-4-carboxylic acid), O (water). Run in C(=O)O (formic acid). Conditions: temperature 55 celsius, time 10 minute. The product is C(C)(=O)OCC=1CS[C@H]2N(C1C(=O)O)C(C2NC(C(=NOC)C=2N=C(SC2)N)=O)=O (3-acetoxymethyl-7-[2-(2-amino-4-thiazolyl)-2-methoxyiminoacetamido]-ceph-3-eme-4-carboxylic acid). Isolated yield 67.3%. RXN SMILES: [C:1]([O:4][CH2:5][C:6]1[CH2:7][S:8][C@@H:9]2[CH:16]([NH:17][C:18](=[O:48])[C:19]([C:23]3[N:24]=[C:25]([NH:28]C(C4C=CC=CC=4)(C4C=CC=CC=4)C4C=CC=CC=4)[S:26][CH:27]=3)=[N:20][O:21][CH3:22])[C:15](=[O:49])[N:10]2[C:11]=1[C:12]([OH:14])=[O:13])(=[O:3])[CH3:2].O>C(O)=O>[C:1]([O:4][CH2:5][C:6]1[CH2:7][S:8][C@@H:9]2[CH:16]([NH:17][C:18](=[O:48])[C:19]([C:23]3[N:24]=[C:25]([NH2:28])[S:26][CH:27]=3)=[N:20][O:21][CH3:22])[C:15](=[O:49])[N:10]2[C:11]=1[C:12]([OH:14])=[O:13])(=[O:3])[CH3:2]. Procedure details: A mixture of 0.975 g of the product of Example 3 in 4 ml of 50% aqueous formic acid was stirred at 55° C. for 10 minutes and 4 ml of water were added thereto. The mixture was vacuum filtered and the filtrate was evaporated to dryness under reduced pressure. The residue was effloresced with 2 ml of ethanol and was vacuum filtered. The product was washed with ethanol and then with ether to obtain 0.428 g of pure 3-acetoxymethyl-7-[2-(2-amino-4-thiazolyl)-2-methoxyiminoacetamido]-ceph-3-eme-4-carbo... Starting materials: ClC1=NC=CC=C1Cl (2,3-dichloropyridine), C(C)(C)N(C(C)C)CC (N,N-diisopropylethylamine), C1(=CC=CC=C1)NC=1C2=C(N=CN1)CNCC2 (5,6,7,8-Tetrahydro-N-phenylpyrido[3,4-d]pyrimidin-4-amine). The solvent is O1CCOCC1.CN(C(C)=O)C (dioxane N,N-dimethylacetamide). Conditions: temperature 150 celsius. Product: ClC=1C(=NC=CC1)N1CC=2N=CN=C(C2CC1)NC1=CC=CC=C1 (7-(3-Chloropyridin-2-yl)-5,6,7,8-tetrahydro-N-phenylpyrido[3,4-d]pyrimidin-4-amine). Isolated yield 25.6%. Reaction SMILES: [C:1]1([NH:7][C:8]2[C:9]3[CH2:17][CH2:16][NH:15][CH2:14][C:10]=3[N:11]=[CH:12][N:13]=2)[CH:6]=[CH:5][CH:4]=[CH:3][CH:2]=1.Cl[C:19]1[C:24]([Cl:25])=[CH:23][CH:22]=[CH:21][N:20]=1.C(N(CC)C(C)C)(C)C>O1CCOCC1.CN(C)C(=O)C>[Cl:25][C:24]1[C:19]([N:15]2[CH2:16][CH2:17][C:9]3[C:8]([NH:7][C:1]4[CH:2]=[CH:3][CH:4]=[CH:5][CH:6]=4)=[N:13][CH:12]=[N:11][C:10]=3[CH2:14]2)=[N:20][CH:21]=[CH:22][CH:23]=1 |f:3.4|. Procedure details: 5,6,7,8-Tetrahydro-N-phenylpyrido[3,4-d]pyrimidin-4-amine (500 mg, 2.2 mmol) was dissoled in a mixture of dioxane/N,N-dimethylacetamide (4:1) (2 mL). To the mixture was added 2,3-dichloropyridine (423 mg, 2.86 mmol) and N,N-diisopropylethylamine (0.38 mL, 2.2 mmol). The mixture was heated at 150° C. in a microwave (Emrys Optimizer model, Personal Chemistry) for 16 h. The solvents were removed under vacuum and the residue was dissolved in ethyl acetate and washed with sat. NaHCO3 and brine. The o... The reactants are O=C([C@H]1[C@H](O)[C@H](O)[C@H](O1)CO)N(C1=CC=C(C=C1)OC)C (N-(2,5-anhydro-D-allonoyl)-4-methoxy-N-methyl-aniline), [H-].[Al+3].[Li+].[H-].[H-].[H-] (lithium aluminium hydride). Run in C1CCOC1 (THF), C1CCOC1 (THF). Reaction conditions: temperature 0 celsius, time 10 minute. Product: OC[C@H]1OC([C@@H]([C@@H]1O)O)CN(C)C1=CC=C(C=C1)OC ((2R,3S,4R)-2-(hydroxymethyl)-5-(((4-methoxyphenyl)(methyl)amino) methyl)tetrahydrofuran-3,4-diol). Isolated yield 25.0%. Reaction SMILES: O=[C:2]([N:12]([CH3:21])[C:13]1[CH:18]=[CH:17][C:16]([O:19][CH3:20])=[CH:15][CH:14]=1)[C@@H:3]1[O:9][C@H:8]([CH2:10][OH:11])[C@@H:6]([OH:7])[C@H:4]1[OH:5].[H-].[Al+3].[Li+].[H-].[H-].[H-]>C1COCC1>[OH:11][CH2:10][C@@H:8]1[C@@H:6]([OH:7])[C@@H:4]([OH:5])[CH:3]([CH2:2][N:12]([C:13]2[CH:18]=[CH:17][C:16]([O:19][CH3:20])=[CH:15][CH:14]=2)[CH3:21])[O:9]1 |f:1.2.3.4.5.6|. Reported procedure: N-(2,5-anhydro-D-allonoyl)-4-methoxy-N-methyl-aniline (0.7 g, 2.4 mmol) was dissolved in anhydrous THF (80 mL) and the solution was cooled to 0° C. After 10 minutes, a lithium aluminium hydride solution (9.6 mL, 1M) in THF was added slowly over a period of 5 to 7 minutes and the resulting mixture was stirred for 1 hour. The reaction temperature was raised slowly from 0° C. to room temperature and stirring was continued for an additional 2 hours. The progress of the reaction was monitored by HPLC... Reactants: ClC=1N=CC(=C2C=CC(=NC12)C)I (8-chloro-5-iodo-2-methyl-[1,7]naphthyridine), FC1=NC=C(C=C1)B(O)O (2-fluoropyridine-5-boronic acid), NC=1SC=C(N1)C (2-amino-4-methylthiazole). Yields the product FC1=CC=C(C=N1)C1=C2C=CC(=NC2=C(N=C1)NC=1SC=C(N1)C)C ([5-(6-Fluoro-pyridin-3-yl)-2-methyl-[1,7]naphthyridin-8-yl]-(4-methyl-thiazol-2-yl)-amine). As a reaction SMILES: Cl[C:2]1[N:3]=[CH:4][C:5](I)=[C:6]2[C:11]=1[N:10]=[C:9]([CH3:12])[CH:8]=[CH:7]2.[F:14][C:15]1[CH:20]=[CH:19][C:18](B(O)O)=[CH:17][N:16]=1.[NH2:24][C:25]1[S:26][CH:27]=[C:28]([CH3:30])[N:29]=1>>[F:14][C:15]1[N:16]=[CH:17][C:18]([C:5]2[CH:4]=[N:3][C:2]([NH:24][C:25]3[S:26][CH:27]=[C:28]([CH3:30])[N:29]=3)=[C:11]3[C:6]=2[CH:7]=[CH:8][C:9]([CH3:12])=[N:10]3)=[CH:19][CH:20]=1. Procedure details: The title compound, MS: m/e=352.1 (M+H+), was prepared in accordance with the general method of example 15 step 1 and step 3 from 8-chloro-5-iodo-2-methyl-[1,7]naphthyridine (Example I), 2-fluoropyridine-5-boronic acid and 2-amino-4-methylthiazole.